Dataset: the Open Reaction Database (ORD), a public repository of structured organic reaction records. Task: describe an organic reaction: reactants, conditions, products, and yield Starting materials: O=C([O-])O, COS(=O)(=O)OC, [Na+], O, Oc1cc(O)nc(S)n1. The product is CSc1nc(O)cc(O)n1. RXN SMILES: [C:17](=[O:18])([OH:19])[O-:20].[CH3:1][O:2][S:3]([O:4][CH3:5])(=[O:6])=[O:7].[Na+:21].[OH2:22].[SH:8][c:9]1[n:10][c:11]([OH:16])[cH:12][c:13]([OH:15])[n:14]1>>[CH3:1][S:8][c:9]1[n:10][c:11]([OH:16])[cH:12][c:13]([OH:15])[n:14]1. Starting materials: CCO, Nc1ccc(C(F)(F)F)cc1[N+](=O)[O-], [Na+], O=C([O-])O, Cl[Sn]Cl. Product: Nc1ccc(C(F)(F)F)cc1N. RXN SMILES: [CH3:23][CH2:24][OH:25].[N+:1]([O-:2])(=[O:3])[c:4]1[c:5]([NH2:6])[cH:7][cH:8][c:9]([C:11]([F:12])([F:13])[F:14])[cH:10]1.[Na+:22].[O-:18][C:19]([OH:20])=[O:21].[Sn:15]([Cl:16])[Cl:17]>>[NH2:1][c:4]1[c:5]([NH2:6])[cH:7][cH:8][c:9]([C:11]([F:12])([F:13])[F:14])[cH:10]1. Starting materials: CCOCC (ether), ClC1=CC=C2C(=C1)N(CC21CCN(CC1)C)C1=C(C=CC=C1)Cl (6-chloro-1-(2-chlorophenyl)-1'-methylspiro[indoline-3,4'-piperidine]), base, ClC(=O)OC1=CC=CC=C1 (phenyl chloroformate). The solvent is C(Cl)Cl (methylene chloride). Reaction conditions: time 16 hour. Product: ClC1=CC=C2C(=C1)N(CC21CCN(CC1)C(=O)OC1=CC=CC=C1)C1=C(C=CC=C1)Cl (6-chloro-1-(2-chlorophenyl)-1'-phenoxycarbonylspiro[indoline-3,4'-piperidine]). Reaction SMILES: [Cl:1][C:2]1[CH:7]=[C:6]2[N:8]([C:17]3[CH:22]=[CH:21][CH:20]=[CH:19][C:18]=3[Cl:23])[CH2:9][C:10]3([CH2:15][CH2:14][N:13](C)[CH2:12][CH2:11]3)[C:5]2=[CH:4][CH:3]=1.Cl[C:25]([O:27][C:28]1[CH:33]=[CH:32][CH:31]=[CH:30][CH:29]=1)=[O:26].CCOCC>C(Cl)Cl>[Cl:1][C:2]1[CH:7]=[C:6]2[N:8]([C:17]3[CH:22]=[CH:21][CH:20]=[CH:19][C:18]=3[Cl:23])[CH2:9][C:10]3([CH2:15][CH2:14][N:13]([C:25]([O:27][C:28]4[CH:33]=[CH:32][CH:31]=[CH:30][CH:29]=4)=[O:26])[CH2:12][CH2:11]3)[C:5]2=[CH:4][CH:3]=1. Procedure: A mixture of 0.8 g of 6-chloro-1-(2-chlorophenyl)-1'-methylspiro[indoline-3,4'-piperidine], free base of Example 28, and 0.5 g of phenyl chloroformate in 20 ml of methylene chloride is stirred at ambient temperature for 16 hours. Thereafter, the mixture is successively washed with 10% sodium hydroxide, washed with water, dried and concentrated under vacuum leaving a brownish oil. The oil is passed through an alumina column, ether eluant, providing a colorless gum of 6-chloro-1-(2-chlorophenyl)-1...